Dataset: the Open Reaction Database (ORD), a public repository of structured organic reaction records. Task: describe an organic reaction: reactants, conditions, products, and yield The reactants are stainless steel, FC(=C(C(OC(C(C(OC1=C(C(=C(C(=C1F)F)F)F)F)(F)F)(F)F)(F)F)(F)F)F)F (perfluoro(7-phenoxy-4-oxa-1-heptene)), O=O (oxygen). Yields the product FC1(C(C(OC(C(C(OC2=C(C(=C(C(=C2F)F)F)F)F)(F)F)(F)F)(F)F)(F)F)(O1)F)F (perfluoro(7-phenoxy-1,2-epoxy-4-oxaheptane)). The yield is 31.0%. As a reaction SMILES: [F:1][C:2]([F:30])=[C:3]([F:29])[C:4]([F:28])([F:27])[O:5][C:6]([F:26])([F:25])[C:7]([F:24])([F:23])[C:8]([F:22])([F:21])[O:9][C:10]1[C:15]([F:16])=[C:14]([F:17])[C:13]([F:18])=[C:12]([F:19])[C:11]=1[F:20].[O:31]=O>>[F:30][C:2]1([F:1])[O:31][C:3]1([F:29])[C:4]([F:27])([F:28])[O:5][C:6]([F:26])([F:25])[C:7]([F:23])([F:24])[C:8]([F:21])([F:22])[O:9][C:10]1[C:11]([F:20])=[C:12]([F:19])[C:13]([F:18])=[C:14]([F:17])[C:15]=1[F:16]. Procedure details: A 100-ml metal tube lined with stainless steel and charged with 105.3 g (0.22 mol) of perfluoro(7-phenoxy-4-oxa-1-heptene) was heated at 140° while oxygen was pressured in intermittently until no pressure drop was observed. The liquid product mixture was fractionated to afford 78.5 g of distillate, bp 37°-70° (3 min). The distillation was shaken with 1 liter of ice water, and then 25 ml of CFCl2CF2Cl and some calcium sulfate were added to hasten separation. The lower layer was dried over calcium... Reactants: COC(=O)C1=CC=C(C=C1)C1C(CN(CC1)C(=O)OCC1=CC=CC=C1)OCC=1C=CC2=C(N(C(CO2)=O)CCCOC)C1 (benzyl 4-(4-methoxycarbonylphenyl)-3-[4-(3-methoxypropyl)-3-oxo-3,4-dihydro-2H-benzo[1,4]oxazin-6-ylmethoxy]piperidine-1-carboxylate), [OH-].[Na+] (NaOH), Cl (HCl). Run in O1CCCC1 (tetrahydrofuran). Product: C(=O)(O)C1=CC=C(C=C1)C1C(CN(CC1)C(=O)OCC1=CC=CC=C1)OCC=1C=CC2=C(N(C(CO2)=O)CCCOC)C1 (Benzyl 4-(4-carboxyphenyl)-3-[4-(3-methoxypropyl)-3-oxo-3,4-dihydro-2H-benzo[1,4]oxazin-6-ylmethoxy]piperidine-1-carboxylate). RXN SMILES: C[O:2][C:3]([C:5]1[CH:10]=[CH:9][C:8]([CH:11]2[CH2:16][CH2:15][N:14]([C:17]([O:19][CH2:20][C:21]3[CH:26]=[CH:25][CH:24]=[CH:23][CH:22]=3)=[O:18])[CH2:13][CH:12]2[O:27][CH2:28][C:29]2[CH:30]=[CH:31][C:32]3[O:37][CH2:36][C:35](=[O:38])[N:34]([CH2:39][CH2:40][CH2:41][O:42][CH3:43])[C:33]=3[CH:44]=2)=[CH:7][CH:6]=1)=[O:4].[OH-].[Na+].Cl>O1CCCC1>[C:3]([C:5]1[CH:10]=[CH:9][C:8]([CH:11]2[CH2:16][CH2:15][N:14]([C:17]([O:19][CH2:20][C:21]3[CH:22]=[CH:23][CH:24]=[CH:25][CH:26]=3)=[O:18])[CH2:13][CH:12]2[O:27][CH2:28][C:29]2[CH:30]=[CH:31][C:32]3[O:37][CH2:36][C:35](=[O:38])[N:34]([CH2:39][CH2:40][CH2:41][O:42][CH3:43])[C:33]=3[CH:44]=2)=[CH:7][CH:6]=1)([OH:4])=[O:2] |f:1.2|. Procedure: The mixture of 2.45 g of benzyl 4-(4-methoxycarbonylphenyl)-3-[4-(3-methoxypropyl)-3-oxo-3,4-dihydro-2H-benzo[1,4]oxazin-6-ylmethoxy]piperidine-1-carboxylate, 16 ml of tetrahydrofuran and 16 ml of 2N NaOH is stirred at reflux over 18 hours. The reaction mixture is cooled, admixed with 20 ml of 2N HCl and extracted with tert-butyl methyl ether (3×50 ml). The organic phases are washed successively with water (40 ml) and brine (40 ml), dried over sodium sulphate, filtered and concentrated by evapor...